Dataset: the Open Reaction Database (ORD), a public repository of structured organic reaction records. Task: describe an organic reaction: reactants, conditions, products, and yield Reactants: ClC1=NC2=CC=C(C=C2C(=C1C#N)C1=CC(=CC=C1)F)OC (2-chloro-4-(3-fluorophenyl)-6-methoxyquinoline-3-carbonitrile), O[C@@H](CN)CO ((S)-2,3-dihydroxypropylamine), O[C@@H](CN)CO ((S)-2,3-dihydroxypropylamine). The solvent is CC(C)O (2-propanol). Run at time 12 hour. The product is O[C@@H](CNC1=NC2=CC=C(C=C2C(=C1C#N)C1=CC(=CC=C1)F)OC)CO ((2S)-2-[(2,3-Dihydroxypropyl)amino]-4-(3-fluorophenyl)-6-methoxyquinoline-3-carbonitrile). Reaction SMILES: Cl[C:2]1[C:11]([C:12]#[N:13])=[C:10]([C:14]2[CH:19]=[CH:18][CH:17]=[C:16]([F:20])[CH:15]=2)[C:9]2[C:4](=[CH:5][CH:6]=[C:7]([O:21][CH3:22])[CH:8]=2)[N:3]=1.[OH:23][C@H:24]([CH2:27][OH:28])[CH2:25][NH2:26]>CC(O)C>[OH:23][C@H:24]([CH2:27][OH:28])[CH2:25][NH:26][C:2]1[C:11]([C:12]#[N:13])=[C:10]([C:14]2[CH:19]=[CH:18][CH:17]=[C:16]([F:20])[CH:15]=2)[C:9]2[C:4](=[CH:5][CH:6]=[C:7]([O:21][CH3:22])[CH:8]=2)[N:3]=1. Procedure details: A solution of 2-chloro-4-(3-fluorophenyl)-6-methoxyquinoline-3-carbonitrile (65.0 mg, 0.208 mmol) and (S)-2,3-dihydroxypropylamine (114 mg, 1.25 mmol) in 10 mL of 2-propanol was heated in a sealed tube at 120° C. for 63 hours. Another portion of (S)-2,3-dihydroxypropylamine was added (50 mg), and the reaction was stirred for another 12 hours. The solution was concentrated in vacuo. The crude residue was purified by preparative reversed phase HPLC to provide the titled product. Proton NMR for the... Reactants: NC=1C=2N(C=CN1)C(=NC2C2=CC(=CC=C2)OCC2=CC=CC=C2)[C@@H]2CC[C@H](CC2)C(=O)O (trans-4-[8-Amino-1-(3-benzyloxy-phenyl)-imidazo[1,5-a]pyrazin-3-yl]-cyclohexanecarboxylic acid), COC(=O)C1CCC(CC1)C1=NC(=C2N1C=CN=C2N)C2=CC(=CC=C2)OCC2=C(C=CC=C2F)F (4-{8-Amino-1-[3-(2,6-difluoro-benzyloxy)-phenyl]-imidazo[1,5-a]pyrazin-3-yl}-cyclohexanecarboxylic acid methyl ester). Yields the product NC=1C=2N(C=CN1)C(=NC2C2=CC(=CC=C2)OCC2=C(C=CC=C2F)F)C2CCC(CC2)C(=O)O (4-{8-Amino-1-[3-(2,6-difluoro-benzyloxy)-phenyl]-imidazo[1,5-a]pyrazin-3-yl}-cyclohexanecarboxylic acid). Reaction SMILES: NC1C2N(C([C@H]3CC[C@H](C(O)=O)CC3)=NC=2C2C=CC=C(OCC3C=CC=CC=3)C=2)C=CN=1.C[O:35][C:36]([CH:38]1[CH2:43][CH2:42][CH:41]([C:44]2[N:48]3[CH:49]=[CH:50][N:51]=[C:52]([NH2:53])[C:47]3=[C:46]([C:54]3[CH:59]=[CH:58][CH:57]=[C:56]([O:60][CH2:61][C:62]4[C:67]([F:68])=[CH:66][CH:65]=[CH:64][C:63]=4[F:69])[CH:55]=3)[N:45]=2)[CH2:40][CH2:39]1)=[O:37]>>[NH2:53][C:52]1[C:47]2[N:48]([C:44]([CH:41]3[CH2:40][CH2:39][CH:38]([C:36]([OH:37])=[O:35])[CH2:43][CH2:42]3)=[N:45][C:46]=2[C:54]2[CH:59]=[CH:58][CH:57]=[C:56]([O:60][CH2:61][C:62]3[C:63]([F:69])=[CH:64][CH:65]=[CH:66][C:67]=3[F:68])[CH:55]=2)[CH:49]=[CH:50][N:51]=1. Procedure details: The saponification procedures applied to the synthesis of trans-4-[8-Amino-1-(3-benzyloxy-phenyl)-imidazo[1,5-a]pyrazin-3-yl]-cyclohexanecarboxylic acid was applied to 4-{8-Amino-1-[3-(2,6-difluoro-benzyloxy)-phenyl]-imidazo[1,5-a]pyrazin-3-yl}-cyclohexanecarboxylic acid methyl ester to afford the title compound; MS (ES+): m/z 479.10 [MH+]. Reactants: BrCc1ccc(Br)cn1, C1CCOC1, CNC, ClCCl. Product: CN(C)Cc1ccc(Br)cn1. As a reaction SMILES: [Br:1][c:2]1[cH:3][cH:4][c:5]([CH2:8][Br:9])[n:6][cH:7]1.[CH2:13]1[O:14][CH2:15][CH2:16][CH2:17]1.[CH3:10][NH:11][CH3:12].[Cl:18][CH2:19][Cl:20]>>[Br:1][c:2]1[cH:3][cH:4][c:5]([CH2:8][N:11]([CH3:10])[CH3:12])[n:6][cH:7]1. Starting materials: ClC1=C(C=CC=C1)C1=NCC(NC2=C1C=C(C=C2)Cl)=S (1,3-dihydro-5-(2-chlorophenyl)-7-chloro-2H-1,4-benzodiazepine-2-thione), Cl.CN(C)CCCl (N,N-dimethyl-2-chloroethylamine hydrochloride), [OH-].[Na+] (sodium hydroxide), CO (methanol). Run in O (water). Reaction conditions: time 2.5 hour. Yields the product CN(CCSC1=NC2=C(C(=NC1)C1=C(C=CC=C1)Cl)C=C(C=C2)Cl)C (2-(2-dimethylaminoethylthio)-5-(2-chlorophenyl)-7-chloro-3H-1,4-benzodiazepine). Isolated yield 88.4%. Reaction SMILES: [Cl:1][C:2]1[CH:7]=[CH:6][CH:5]=[CH:4][C:3]=1[C:8]1[C:14]2[CH:15]=[C:16]([Cl:19])[CH:17]=[CH:18][C:13]=2[NH:12][C:11](=[S:20])[CH2:10][N:9]=1.[OH-].[Na+].CO.Cl.[CH3:26][N:27]([CH2:29][CH2:30]Cl)[CH3:28]>O>[CH3:26][N:27]([CH3:28])[CH2:29][CH2:30][S:20][C:11]1[CH2:10][N:9]=[C:8]([C:3]2[CH:4]=[CH:5][CH:6]=[CH:7][C:2]=2[Cl:1])[C:14]2[CH:15]=[C:16]([Cl:19])[CH:17]=[CH:18][C:13]=2[N:12]=1 |f:1.2,4.5|. Reported procedure: To a solution of 2.5 g of 1,3-dihydro-5-(2-chlorophenyl)-7-chloro-2H-1,4-benzodiazepine-2-thione in a solvent mixture comprising 10 ml of a 10% aqueous sodium hydroxide solution and 10 ml of methanol is added dropwise under ice cooling with stirring an aqueous solution of 1.7 g of N,N-dimethyl-2-chloroethylamine hydrochloride, and the resulting mixture is stirred at room temperature for 2.5 hours. The reaction mixture is diluted with water and extracted with ethyl acetate. The extract is rinsed ... RXN SMILES: [C:1]([NH:4][CH:5]([CH2:24][NH:25][S:26]([CH2:29][CH2:30][CH2:31]Cl)(=[O:28])=[O:27])[CH2:6][S:7][CH2:8][CH2:9][CH2:10][CH2:11][CH2:12][CH2:13][CH2:14][CH2:15][CH2:16][CH2:17][CH2:18][CH2:19][CH2:20][CH2:21][CH2:22][CH3:23])(=[O:3])[CH3:2].C(SCC(OC)CNS(CCC[I:60])(=O)=O)CCCCCCCCCCCCCCC>>[C:1]([NH:4][CH:5]([CH2:24][NH:25][S:26]([CH2:29][CH2:30][CH2:31][I:60])(=[O:28])=[O:27])[CH2:6][S:7][CH2:8][CH2:9][CH2:10][CH2:11][CH2:12][CH2:13][CH2:14][CH2:15][CH2:16][CH2:17][CH2:18][CH2:19][CH2:20][CH2:21][CH2:22][CH3:23])(=[O:3])[CH3:2]. Procedure: 2-Acetamido-3-(3-chloropropylsulfonylamino)-1-hexadecylthiopropane IIIg2 is allowed to react and worked up by the same procedure as described in (5). m.p. 75°-76° C. The summary of the experimental condition and the physical data of the product are listed in Table 8. The product is C(C)(=O)NC(CSCCCCCCCCCCCCCCCC)CNS(=O)(=O)CCCI (2-acetamido-1-hexadecylthio-3-(3-iodopropylsulfonylamino)propane). Reactants: C(C)(=O)NC(CSCCCCCCCCCCCCCCCC)CNS(=O)(=O)CCCCl (2-Acetamido-3-(3-chloropropylsulfonylamino)-1-hexadecylthiopropane), C(CCCCCCCCCCCCCCC)SCC(CNS(=O)(=O)CCCI)OC (1-hexadecylthio-3-(3-iodopropylsulfonylamino)-2-methoxypropane). The reactants are C(#N)CCCOC=1C=C(CN(C(C(CNC(OC(C)(C)C)=O)CC2=CC=C(C=C2)OCCOC2=C(C=C(C=C2Cl)C)Cl)=O)C2CC2)C=C(C1)CCCOC (tert-butyl (3-[[3-(3-cyanopropoxy)-5-(3-methoxypropyl)benzyl](cyclopropyl)amino]-2-{4-[2-(2,6-dichloro-4-methylphenoxy)ethoxy]benzyl}-3-oxopropyl)carbamate), N(=[N+]=[N-])[Sn](CCCC)(CCCC)CCCC (azidotributyltin), N (NH3), C(C)(=O)O (acetic acid). Solvent: C1=CC(=CC=C1Cl)Cl (dichlorobenzene), C(Cl)Cl (CH2Cl2), CO (MeOH). Reaction conditions: temperature 150 celsius. Yields the product NCC(C(=O)N(CC1=CC(=CC(=C1)OCCCC1=NN=NN1)CCCOC)C1CC1)CC1=CC=C(C=C1)OCCOC1=C(C=C(C=C1Cl)C)Cl (3-Amino-N-cyclopropyl-2-{4-[2-(2,6-dichloro-4-methylphenoxy)ethoxy]benzyl}-N-{3-(3-methoxypropyl)-5-[3-(1H-tetrazol-5-yl)propoxy]benzyl}propanamide). Reaction SMILES: [C:1]([CH2:3][CH2:4][CH2:5][O:6][C:7]1[CH:8]=[C:9]([CH:47]=[C:48]([CH2:50][CH2:51][CH2:52][O:53][CH3:54])[CH:49]=1)[CH2:10][N:11]([CH:44]1[CH2:46][CH2:45]1)[C:12](=[O:43])[CH:13]([CH2:23][C:24]1[CH:29]=[CH:28][C:27]([O:30][CH2:31][CH2:32][O:33][C:34]2[C:39]([Cl:40])=[CH:38][C:37]([CH3:41])=[CH:36][C:35]=2[Cl:42])=[CH:26][CH:25]=1)[CH2:14][NH:15]C(=O)OC(C)(C)C)#[N:2].[N:55]([Sn](CCCC)(CCCC)CCCC)=[N+:56]=[N-:57].C(O)(=O)C.N>C1C(Cl)=CC=C(Cl)C=1.CO.C(Cl)Cl>[NH2:15][CH2:14][CH:13]([CH2:23][C:24]1[CH:29]=[CH:28][C:27]([O:30][CH2:31][CH2:32][O:33][C:34]2[C:35]([Cl:42])=[CH:36][C:37]([CH3:41])=[CH:38][C:39]=2[Cl:40])=[CH:26][CH:25]=1)[C:12]([N:11]([CH:44]1[CH2:45][CH2:46]1)[CH2:10][C:9]1[CH:8]=[C:7]([O:6][CH2:5][CH2:4][CH2:3][C:1]2[NH:57][N:56]=[N:55][N:2]=2)[CH:49]=[C:48]([CH2:50][CH2:51][CH2:52][O:53][CH3:54])[CH:47]=1)=[O:43]. Procedure details: To a solution of tert-butyl (3-[[3-(3-cyanopropoxy)-5-(3-methoxypropyl)benzyl](cyclopropyl)amino]-2-{4-[2-(2,6-dichloro-4-methylphenoxy)ethoxy]benzyl}-3-oxopropyl)carbamate from Example 74 in dichlorobenzene (0.08 M) was added azidotributyltin (2 eq.). The resulting mixture was heated to 150° C. for 22 h. The reaction was quenched with glacial acetic acid (6 eq.) and directly loaded onto a silica gel column packed with 85:15 (v/v) CH2Cl2: 2.0 M NH3 in MeOH. Elution with the same solvent system a... Reactants: CC[C@@]12CCCN3[C@@H]1C4=C(C=5C=CC=CC5N4[C@](C2)(C(=O)OC)O)CC3 (vincamine), OC1=C(C(=O)O)C=C(C=C1)O (2,5dihydroxybenzoic acid), CC[C@@]12CCCN3[C@@H]1C4=C(C=5C=CC=CC5N4[C@](C2)(C(=O)OC)O)CC3 (vincamine). The solvent is O (water), alcohol. Product: CC[C@@]12CCCN3[C@@H]1C4=C(C=5C=CC=CC5N4[C@](C2)(C(=O)OC)O)CC3.OC1=C(C(=O)[O-])C=C(C=C1)O (Vincamine 2,5-dihydroxybenzoate). As a reaction SMILES: [CH3:1][CH2:2][C@:3]12[CH2:19][C@:18]([OH:24])([C:20]([O:22][CH3:23])=[O:21])[N:17]3[C:9]4=[C:10]([CH2:25][CH2:26][N:7]([C@@H:8]14)[CH2:6][CH2:5][CH2:4]2)[C:11]1[CH:12]=[CH:13][CH:14]=[CH:15][C:16]=13.[OH:27][C:28]1[CH:36]=[CH:35][C:34]([OH:37])=[CH:33][C:29]=1[C:30]([OH:32])=[O:31]>O>[CH3:1][CH2:2][C@:3]12[CH2:19][C@:18]([OH:24])([C:20]([O:22][CH3:23])=[O:21])[N:17]3[C:9]4=[C:10]([CH2:25][CH2:26][N:7]([C@@H:8]14)[CH2:6][CH2:5][CH2:4]2)[C:11]1[CH:12]=[CH:13][CH:14]=[CH:15][C:16]=13.[OH:27][C:28]1[CH:36]=[CH:35][C:34]([OH:37])=[CH:33][C:29]=1[C:30]([O-:32])=[O:31] |f:3.4|. Reported procedure: By repeating the Example 5a., starting from 7.08 g (2.10-2 moles) of vincamine and 3.08 g (2.10-2 moles) of 2,5dihydroxybenzoic acid, 10 g are obtained of an amorphous product, insoluble in water and in alcohol, having a vincamine content of 69%. Reactants: CC(C)=O, Nc1ccnnc1, O=C=Nc1ccccc1. Yields the product O=C(Nc1ccccc1)Nc1ccnnc1. Reaction SMILES: [CH3:17][C:18](=[O:19])[CH3:20].[NH2:1][c:2]1[cH:3][n:4][n:5][cH:6][cH:7]1.[O:8]=[C:9]=[N:10][c:11]1[cH:12][cH:13][cH:14][cH:15][cH:16]1>>[NH:1]([c:2]1[cH:3][n:4][n:5][cH:6][cH:7]1)[C:9](=[O:8])[NH:10][c:11]1[cH:12][cH:13][cH:14][cH:15][cH:16]1. The reactants are CC1CCC2C(C(C(CC2(C13CC4=C(C=C(C(=C4O3)C(=O)O)C=O)O)C)O)O)(C)C (MX-1), N1=NN=C(C2=C1C=CC=C2)NCC2=CC=C(C=C2)OC (benzo[d][1,2,3]triazin-4-yl-(4-methoxy-phenyl)methyl-amine), C(=O)=O (CO2). The solvent is CS(=O)C (DMSO), CS(=O)C (DMSO). Conditions: time 12.5 minute. The product is N1=NN=C(C2=C1C=CC=C2)N(C)C2=CC=C(C=C2)OC (Benzo[d][1,2,3]triazin-4-yl-(4-methoxy-phenyl)-methyl-amine). RXN SMILES: CC1[C:11]2([O:19][C:18]3[C:13](=[C:14](O)[CH:15]=[C:16](C=O)[C:17]=3C(O)=O)C2)C2(C)C(C(C)(C)C(O)C(O)C2)CC1.[N:31]1[C:36]2[CH:37]=[CH:38][CH:39]=[CH:40][C:35]=2[C:34]([NH:41][CH2:42]C2C=CC(OC)=CC=2)=[N:33][N:32]=1.C(=O)=O>CS(C)=O>[N:31]1[C:36]2[CH:37]=[CH:38][CH:39]=[CH:40][C:35]=2[C:34]([N:41]([C:15]2[CH:14]=[CH:13][C:18]([O:19][CH3:11])=[CH:17][CH:16]=2)[CH3:42])=[N:33][N:32]=1. Procedure details: T-47D, HT29, H1299, MX-1 and MDAMB435 cells were grown and harvested as in Example 29. An aliquot of 90 μL of cells (4.4×104 cells/mL) was added to a well of a 96-well microtiter plate containing 5 μL of a 10% DMSO in RPMI-1640 media solution containing 10 nM to 100 μM of benzo[d][1,2,3]triazin-4-yl-(4-methoxy-phenyl)methyl-amine (1 nM to 10 μM final). An aliquot of 45 μL of cells was added to a well of a 96-well microtiter plate containing 5 μL of a 10% DMSO in RPMI-1640 media solution without ...